This data is from the Open Reaction Database (ORD), a public repository of structured organic reaction records. The task is: describe an organic reaction: reactants, conditions, products, and yield The reactants are ClC=1C=C(C=CC1)C(=CC(C)C)C1=CC=2C(=NC=CC2)N1S(=O)(=O)C1=CC=CC=C1 (2-(1-(3-chloro-phenyl)-3-methyl-but-1-enyl)-1-(phenylsulfonyl)-1H-pyrrolo[2,3-b]pyridine), [OH-].[Na+] (sodium hydroxide). Run in C(C)O (ethanol), O1CCCC1 (tetrahydrofuran). Reaction conditions: temperature 70 celsius, time 16 hour. Product: ClC=1C=C(C=CC1)C(=CC(C)C)C1=CC=2C(=NC=CC2)N1 (2-(1-(3-chloro-phenyl)-3-methyl-but-1-enyl)-1H-pyrrolo[2,3-b]pyridine). The yield is 76.8%. Reaction SMILES: [Cl:1][C:2]1[CH:3]=[C:4]([C:8]([C:13]2[N:21](S(C3C=CC=CC=3)(=O)=O)[C:16]3=[N:17][CH:18]=[CH:19][CH:20]=[C:15]3[CH:14]=2)=[CH:9][CH:10]([CH3:12])[CH3:11])[CH:5]=[CH:6][CH:7]=1.[OH-].[Na+]>C(O)C.O1CCCC1>[Cl:1][C:2]1[CH:3]=[C:4]([C:8]([C:13]2[NH:21][C:16]3=[N:17][CH:18]=[CH:19][CH:20]=[C:15]3[CH:14]=2)=[CH:9][CH:10]([CH3:12])[CH3:11])[CH:5]=[CH:6][CH:7]=1 |f:1.2|. Reported procedure: A solution of 2-(1-(3-chloro-phenyl)-3-methyl-but-1-enyl)-1-(phenylsulfonyl)-1H-pyrrolo[2,3-b]pyridine (2.5 g, 5.7 mmol) in ethanol (45 mL) and tetrahydrofuran (90 mL) was treated with a 10% aqueous sodium hydroxide solution (15 mL). The reaction was stirred at 70° C. for 16 h. The solvent was removed in vacuo and the obtained precipitate was filtered and washed with water (3×50 mL) and ethyl acetate (20 mL) to afford 2-(1-(3-chloro-phenyl)-3-methyl-but-1-enyl)-1H-pyrrolo[2,3-b]pyridine (1.3 g, ...